From a dataset of the Open Reaction Database (ORD), a public repository of structured organic reaction records. describe an organic reaction: reactants, conditions, products, and yield The reactants are C1CCOC1, C[Si](C)(C)C=[N+]=[N-], CO, CC(C#N)(Cn1nc2cc(Cl)cc(C(=O)O)c2n1)NC(=O)c1ccc(OC(F)(F)F)cc1. The product is COC(=O)c1cc(Cl)cc2nn(CC(C)(C#N)NC(=O)c3ccc(OC(F)(F)F)cc3)nc12. RXN SMILES: [CH2:40]1[O:41][CH2:42][CH2:43][CH2:44]1.[CH3:1][Si:2]([CH:3]=[N+:4]=[N-:5])([CH3:6])[CH3:7].[CH3:45][OH:46].[Cl:8][c:9]1[cH:10][c:11]([C:37](=[O:38])[OH:39])[c:12]2[c:13]([n:14][n:15]([CH2:17][C:18]([CH3:19])([NH:20][C:21](=[O:22])[c:23]3[cH:24][cH:25][c:26]([O:29][C:30]([F:31])([F:32])[F:33])[cH:27][cH:28]3)[C:34]#[N:35])[n:16]2)[cH:36]1>>[CH3:1][O:39][C:37]([c:11]1[cH:10][c:9]([Cl:8])[cH:36][c:13]2[c:12]1[n:16][n:15]([CH2:17][C:18]([CH3:19])([NH:20][C:21](=[O:22])[c:23]1[cH:24][cH:25][c:26]([O:29][C:30]([F:31])([F:32])[F:33])[cH:27][cH:28]1)[C:34]#[N:35])[n:14]2)=[O:38]. The reactants are OCCCC1CCCCC=2N1C(ON2)=O (6,7,8,9-tetrahydro-5-(3-hydroxypropyl)-3H,5H-[1,2,4]oxadiazolo[4,3-a]azepin-3-one), C(Br)(Br)(Br)Br (carbon tetrabromide), C1(=CC=CC=C1)P(C1=CC=CC=C1)C1=CC=CC=C1 (triphenylphosphine). The solvent is C(Cl)Cl (methylene chloride). Reaction conditions: time 2 hour. Product: BrCCCC1CCCCC=2N1C(ON2)=O (5-(3-bromopropyl)-6,7,8,9-tetrahydro-3H,5H-[1,2,4]oxadiazolo[4,3-a]azepin-3-one). Reaction SMILES: O[CH2:2][CH2:3][CH2:4][CH:5]1[N:11]2[C:12](=[O:15])[O:13][N:14]=[C:10]2[CH2:9][CH2:8][CH2:7][CH2:6]1.C(Br)(Br)(Br)[Br:17].C1(P(C2C=CC=CC=2)C2C=CC=CC=2)C=CC=CC=1>C(Cl)Cl>[Br:17][CH2:2][CH2:3][CH2:4][CH:5]1[N:11]2[C:12](=[O:15])[O:13][N:14]=[C:10]2[CH2:9][CH2:8][CH2:7][CH2:6]1. Procedure details: To a solution of the product of Example 11 in methylene chloride at 0° C. is added carbon tetrabromide and triphenylphosphine. The reaction is stirred for 2 hours and the solvent is removed under reduced pressure. The crude product is dissolved in an eluting solvent system and chromatographed to afford the title compound. The reactants are O=S(=O)(c1ccc(Br)cc1C(F)(F)F)N1CCOCC1, CC(=O)OC(C)=O, C1CCOC1, CCOC(C)=O, CC(C)[Mg+], [Cl-], [Na+], O=C([O-])O, O. Yields the product CC(=O)c1ccc(S(=O)(=O)N2CCOCC2)c(C(F)(F)F)c1. As a reaction SMILES: [Br:6][c:7]1[cH:8][c:9]([C:22]([F:23])([F:24])[F:25])[c:10]([S:13](=[O:14])(=[O:15])[N:16]2[CH2:17][CH2:18][O:19][CH2:20][CH2:21]2)[cH:11][cH:12]1.[C:26]([CH3:27])(=[O:28])[O:29][C:30](=[O:31])[CH3:32].[CH2:38]1[O:39][CH2:40][CH2:41][CH2:42]1.[CH3:43][CH2:44][O:45][C:46](=[O:47])[CH3:48].[CH:2]([Mg+:3])([CH3:4])[CH3:5].[Cl-:1].[Na+:37].[O-:33][C:34]([OH:35])=[O:36].[OH2:49]>>[c:7]1([C:26]([CH3:27])=[O:28])[cH:8][c:9]([C:22]([F:23])([F:24])[F:25])[c:10]([S:13](=[O:14])(=[O:15])[N:16]2[CH2:17][CH2:18][O:19][CH2:20][CH2:21]2)[cH:11][cH:12]1. The reactants are C(C)C1(CCC2=CC(=CC=C12)F)C1=CNC2=C(C=CC=C12)[N+](=O)[O-] (3-(1-ethyl-5-fluoro-indan-1-yl)-7-nitro-1H-indole), C[O-].[Na+] (sodium methoxide), IC (iodomethane). Solvent: CN(C=O)C (dimethylformamide), CCOCC (ether). Yields the product C(C)C1(CCC2=CC(=CC=C12)F)C1=CN(C2=C(C=CC=C12)[N+](=O)[O-])C (3-(1-Ethyl-5-fluoro-indan-1-yl)-1-methyl-7-nitro-1H-indole). Isolated yield 95.6%. RXN SMILES: [CH2:1]([C:3]1([C:13]2[C:21]3[C:16](=[C:17]([N+:22]([O-:24])=[O:23])[CH:18]=[CH:19][CH:20]=3)[NH:15][CH:14]=2)[C:11]2[C:6](=[CH:7][C:8]([F:12])=[CH:9][CH:10]=2)[CH2:5][CH2:4]1)[CH3:2].[CH3:25][O-].[Na+].IC>CN(C)C=O.CCOCC>[CH2:1]([C:3]1([C:13]2[C:21]3[C:16](=[C:17]([N+:22]([O-:24])=[O:23])[CH:18]=[CH:19][CH:20]=3)[N:15]([CH3:25])[CH:14]=2)[C:11]2[C:6](=[CH:7][C:8]([F:12])=[CH:9][CH:10]=2)[CH2:5][CH2:4]1)[CH3:2] |f:1.2|. Reported procedure: Combine 3-(1-ethyl-5-fluoro-indan-1-yl)-7-nitro-1H-indole (0.33 g, 1.02 mmol), sodium methoxide (110 mg, 2.04 mmol), and iodomethane (0.10 ml, 1.53 mmol) in dimethylformamide (5 ml) and stir at room temperature under nitrogen overnight. Dilute with ether, wash with water (2×), dry over sodium sulfate, filter, and concentrate to obtain the title compound as a yellow amorphous solid (0.33 g, 94%). LC-MS m/z 339.1 (M++1). The reactants are C1CCOC1, COC(=O)c1ccc(-c2cc(C(=O)N3CCC4(CC3)CC(=O)c3cc(-c5cnn(C)c5)ccc3O4)nc3c(C4CC4)cccc23)cc1, Cl, [Na+], [OH-]. Yields the product Cn1cc(-c2ccc3c(c2)C(=O)CC2(CCN(C(=O)c4cc(-c5ccc(C(=O)O)cc5)c5cccc(C6CC6)c5n4)CC2)O3)cn1. Reaction SMILES: [CH2:51]1[O:52][CH2:53][CH2:54][CH2:55]1.[CH:3]1([c:6]2[cH:7][cH:8][cH:9][c:10]3[c:11](-[c:40]4[cH:41][cH:42][c:43]([C:44](=[O:45])[O:46][CH3:47])[cH:48][cH:49]4)[cH:12][c:13]([C:16](=[O:17])[N:18]4[CH2:19][CH2:20][C:21]5([O:22][c:23]6[cH:24][cH:25][c:26](-[c:32]7[cH:33][n:34][n:35]([CH3:37])[cH:36]7)[cH:27][c:28]6[C:29](=[O:31])[CH2:30]5)[CH2:38][CH2:39]4)[n:14][c:15]23)[CH2:4][CH2:5]1.[ClH:50].[Na+:2].[OH-:1]>>[CH:3]1([c:6]2[cH:7][cH:8][cH:9][c:10]3[c:11](-[c:40]4[cH:41][cH:42][c:43]([C:44](=[O:45])[OH:46])[cH:48][cH:49]4)[cH:12][c:13]([C:16](=[O:17])[N:18]4[CH2:19][CH2:20][C:21]5([O:22][c:23]6[cH:24][cH:25][c:26](-[c:32]7[cH:33][n:34][n:35]([CH3:37])[cH:36]7)[cH:27][c:28]6[C:29](=[O:31])[CH2:30]5)[CH2:38][CH2:39]4)[n:14][c:15]23)[CH2:4][CH2:5]1. The reactants are O=C([O-])[O-], CI, O=c1ccc(Cl)n[nH]1, [K+], [K+], CN(C)C=O, O. Product: Cn1nc(Cl)ccc1=O. As a reaction SMILES: [C:9](=[O:10])([O-:11])[O-:12].[CH3:15][I:16].[Cl:1][c:2]1[cH:3][cH:4][c:5](=[O:8])[nH:6][n:7]1.[K+:13].[K+:14].[O:18]=[CH:19][N:20]([CH3:21])[CH3:22].[OH2:17]>>[Cl:1][c:2]1[cH:3][cH:4][c:5](=[O:8])[n:6]([CH3:9])[n:7]1. Starting materials: C1=CC=CC=2C3=CC=CC=C3N(C12)C1CC(N(C2=CC=CC=C12)C(C1=CC(=C(C=C1)OC)OC)=O)CCCCCO (5-[4-(9H-9-Carbazolyl)-1-(3,4-dimethoxybenzoyl)-1,2,3,4-tetrahydro-2-quinolinyl]-1-pentanol), FC1=CC=C(C=C1)N1CCNCC1 (4-(4-fluorophenyl)piperazine). Product: COC=1C=C(C(=O)N2C(CC(C3=CC=CC=C23)N2C3=CC=CC=C3C=3C=CC=CC23)CCCCCN2CCN(CC2)C2=CC=C(C=C2)F)C=CC1OC (9-[1-(3,4-Dimethoxybenzoyl)-2-[5-[4-(4-fluorophenyl)-1-piperazinyl]pentyl]-1,2,3,4-tetrahydro-4-quinolinyl]-9H-carbazole). Yield: 51.2%. RXN SMILES: [CH:1]1[C:13]2[N:12]([CH:14]3[C:23]4[C:18](=[CH:19][CH:20]=[CH:21][CH:22]=4)[N:17]([C:24](=[O:35])[C:25]4[CH:30]=[CH:29][C:28]([O:31][CH3:32])=[C:27]([O:33][CH3:34])[CH:26]=4)[CH:16]([CH2:36][CH2:37][CH2:38][CH2:39][CH2:40]O)[CH2:15]3)[C:11]3[C:6](=[CH:7][CH:8]=[CH:9][CH:10]=3)[C:5]=2[CH:4]=[CH:3][CH:2]=1.[F:42][C:43]1[CH:48]=[CH:47][C:46]([N:49]2[CH2:54][CH2:53][NH:52][CH2:51][CH2:50]2)=[CH:45][CH:44]=1>>[CH3:34][O:33][C:27]1[CH:26]=[C:25]([CH:30]=[CH:29][C:28]=1[O:31][CH3:32])[C:24]([N:17]1[C:18]2[C:23](=[CH:22][CH:21]=[CH:20][CH:19]=2)[CH:14]([N:12]2[C:11]3[CH:10]=[CH:9][CH:8]=[CH:7][C:6]=3[C:5]3[C:13]2=[CH:1][CH:2]=[CH:3][CH:4]=3)[CH2:15][CH:16]1[CH2:36][CH2:37][CH2:38][CH2:39][CH2:40][N:52]1[CH2:51][CH2:50][N:49]([C:46]2[CH:45]=[CH:44][C:43]([F:42])=[CH:48][CH:47]=2)[CH2:54][CH2:53]1)=[O:35]. Procedure: Starting with 5-[4-(9H-9-carbazolyl)-1-(3,4-dimethoxybenzoyl)-1,2,3,4-tetrahydro-2-quinolinyl]-1-pentanol (0.13 g, 0.22 mmol) prepared in Example 135 and 4-(4-fluorophenyl)piperazine (79 mg, 0.44 mmol), the same procedure as shown in Example 136 was repeated to give the titled compound (0.08 g, yield: 51%) as a white crystal (cis:trans=4:1). The reactants are COCN(Cc1ccccc1)C[Si](C)(C)C, O=[N+]([O-])C=Cc1ccc(Cl)c(F)c1, ClCCl, O=C(O)C(F)(F)F. Yields the product O=[N+]([O-])C1CN(Cc2ccccc2)CC1c1ccc(Cl)c(F)c1. RXN SMILES: [CH3:1][O:2][CH2:3][N:4]([CH2:5][Si:6]([CH3:7])([CH3:8])[CH3:9])[CH2:10][c:11]1[cH:12][cH:13][cH:14][cH:15][cH:16]1.[Cl:17][c:18]1[c:19]([F:29])[cH:20][c:21]([CH:24]=[CH:25][N+:26](=[O:27])[O-:28])[cH:22][cH:23]1.[Cl:37][CH2:38][Cl:39].[OH:30][C:31]([C:32]([F:33])([F:34])[F:35])=[O:36]>>[CH2:3]1[N:4]([CH2:10][c:11]2[cH:12][cH:13][cH:14][cH:15][cH:16]2)[CH2:5][CH:25]([N+:26](=[O:27])[O-:28])[CH:24]1[c:21]1[cH:20][c:19]([F:29])[c:18]([Cl:17])[cH:23][cH:22]1.